From a dataset of the Open Reaction Database (ORD), a public repository of structured organic reaction records. describe an organic reaction: reactants, conditions, products, and yield Reactants: CC1([C@@H]([C@@H]1C(C(CBr)=O)Br)C(=O)OC)C (methyl (1R,cis) 2,2-dimethyl-3-(1,3-dibromo-2-oxopropyl)-cyclopropane-1-carboxylate), CO (methanol), C[O-].[Na+] (sodium methylate), CO (methanol). Run at temperature 0 celsius, time 90 minute. Product: CC1([C@@H]([C@@H]1\C=C/C(=O)OC)C(=O)OC)C (methyl (1R,cis) 2,2-dimethyl-3-[(Z)-2-(methoxy-carbonyl) ethenyl]-cyclopropane-1-carboxylate). Reaction SMILES: [CH3:1][O-:2].[Na+].[CH3:4][C:5]1([CH3:18])[C@@H:7]([CH:8](Br)[C:9](=O)[CH2:10]Br)[C@H:6]1[C:14]([O:16][CH3:17])=[O:15].C[OH:20]>>[CH3:4][C:5]1([CH3:18])[C@@H:7](/[CH:8]=[CH:9]\[C:10]([O:2][CH3:1])=[O:20])[C@H:6]1[C:14]([O:16][CH3:17])=[O:15] |f:0.1|. Reported procedure: 0.16 g of sodium methylate and 1.6 ml of methanol were mixed together under an inert gas atmosphere and after the mixture was cooled to about 0° C., 0.5 g of methyl (1R,cis) 2,2-dimethyl-3-(1,3-dibromo-2-oxopropyl)-cyclopropane-1-carboxylate in solution in 2.5 ml of methanol were slowly added. The mixture was stirred at about -5° C. for 90 minutes and then the solvent was evaporated under reduced pressure at about 30° C. and 10 ml of methylene chloride were added. The solution was washed with wa... The reactants are COC(C1=C(C(=CC=C1)[N+](=O)[O-])C)=O (2-Methyl-3-nitro-benzoic acid methyl ester), COC(OC)N(C)C (dimethoxymethyl-dimethyl-amine), CN(C)C=O (DMF). Reaction conditions: temperature 110 celsius. Product: COC(C1=C(C(=CC=C1)C)C=CN(C)C)=O (2-(2-Dimethylamino-vinyl)-3-methyl-benzoic acid methyl ester). As a reaction SMILES: [CH3:1][O:2][C:3](=[O:14])[C:4]1[CH:9]=[CH:8][CH:7]=[C:6]([N+]([O-])=O)[C:5]=1[CH3:13].CO[CH:17]([N:20]([CH3:22])[CH3:21])OC.[CH3:23]N(C=O)C>>[CH3:1][O:2][C:3](=[O:14])[C:4]1[CH:9]=[CH:8][CH:7]=[C:6]([CH3:23])[C:5]=1[CH:13]=[CH:17][N:20]([CH3:22])[CH3:21]. Procedure details: 2-Methyl-3-nitro-benzoic acid methyl ester (5.0 g, 25.6 mmol) was combined with dimethoxymethyl-dimethyl-amine (10.2 mL, 76.8 mmol, 3.0 eq.) and DMF (25 mL) and heated to 110° C. overnight. The reaction mixture was then concentrated in vacuo to yield crude 2-(2-Dimethylamino-vinyl)-3-methyl-benzoic acid methyl ester.